Dataset: the Open Reaction Database (ORD), a public repository of structured organic reaction records. Task: describe an organic reaction: reactants, conditions, products, and yield Starting materials: CN(C(=O)N1S(=O)(=O)C2=CC=CC=C2C1=O)C1=CC=CC=C1 (2-[(N-methyl-N-phenylcarbamoyl)]saccharin), C[O-].[Na+] (sodium methoxide), CN(C=O)C (dimethylformamide), ice water. Conditions: time 1 hour. Yields the product OC1=C(NS(C2=C1C=CC=C2)(=O)=O)C(=O)N(C2=CC=CC=C2)C (4-Hydroxy-N-methyl-N-phenyl-2H-1,2-benzothiazine-3-carboxamide 1,1-dioxide). Reaction SMILES: CN(C1C=CC=CC=1)[C:3]([N:5]1[C:15](=[O:16])[C:14]2[C:9](=[CH:10][CH:11]=[CH:12][CH:13]=2)[S:6]1(=[O:8])=[O:7])=O.C[O-].[Na+].[CH3:26][N:27]([CH3:30])[CH:28]=[O:29]>>[OH:16][C:15]1[C:14]2[CH:13]=[CH:12][CH:11]=[CH:10][C:9]=2[S:6](=[O:7])(=[O:8])[NH:5][C:3]=1[C:28]([N:27]([CH3:30])[C:26]1[CH:13]=[CH:14][CH:9]=[CH:10][CH:11]=1)=[O:29] |f:1.2|. Procedure details: To a solution of 9.9g (0.03 mole) of 2-[(N-methyl-N-phenylcarbamoyl)]saccharin in 125ml of dimethylformamide at 35° C. is added all at once 4.9g (0.09 mole) of sodium methoxide. A considerable amount of heat is evolved and the mixture turns purple in color. Stirring is continued for one hour and it is poured into ice-water containing excess hydrochloric acid to cause precipitation of 5.5g of a tan solid, mp. 138°-144° C. This is dissolved in dichloromethane and extracted with aqueous sodium carb... Reactants: CCCC[Sn](Cl)(CCCC)CCCC, C1CCOC1, Cc1ccnn1CCOC[Si](C)(C)C, Cc1ccn(CCOC[Si](C)(C)C)n1, [Li]CCCC. Product: CCCC[Sn](CCCC)(CCCC)c1cc(C)nn1CCOC[Si](C)(C)C. RXN SMILES: [CH2:34]([CH2:35][CH2:36][CH3:37])[Sn:38]([CH2:39][CH2:40][CH2:41][CH3:42])([CH2:43][CH2:44][CH2:45][CH3:46])[Cl:47].[CH2:48]1[O:49][CH2:50][CH2:51][CH2:52]1.[CH3:15][c:16]1[n:17]([CH2:18][CH2:19][O:20][CH2:21][Si:22]([CH3:23])([CH3:24])[CH3:25])[n:26][cH:27][cH:28]1.[CH3:1][c:2]1[n:3][n:4]([CH2:7][CH2:8][O:9][CH2:10][Si:11]([CH3:12])([CH3:13])[CH3:14])[cH:5][cH:6]1.[CH3:29][CH2:30][CH2:31][CH2:32][Li:33]>>[CH3:1][c:2]1[n:3][n:4]([CH2:7][CH2:8][O:9][CH2:10][Si:11]([CH3:12])([CH3:13])[CH3:14])[c:5]([Sn:38]([CH2:34][CH2:35][CH2:36][CH3:37])([CH2:39][CH2:40][CH2:41][CH3:42])[CH2:43][CH2:44][CH2:45][CH3:46])[cH:6]1.